This data is from the Open Reaction Database (ORD), a public repository of structured organic reaction records. The task is: describe an organic reaction: reactants, conditions, products, and yield Procedure details: The title compound was prepared from 3-phenylacetyl-6-azaoxindole according to the procedure of Example 2C, using 3-phenylacetyl-6-azaoxindole (1.0 g, 3.9 mmol), N-chlorosulfonyl isocyanate (0.41 mL, 4.7 mmol) and acetonitrile (40 mL). Reaction time: 4 hours. The crude N-chlorosulfonyl carboxamide was hydrolysed by stirring in DMSO (6 mL) for 1 hour in a flask open to the air. After dilution with water, the product was collected by filtration, dried, and recrystallized from acetic acid. Yield: 1... Starting materials: C1(=CC=CC=C1)CC(=O)C1C(NC2=CN=CC=C12)=O (3-phenylacetyl-6-azaoxindole), C(C)#N (acetonitrile), ClS(=O)(=O)NC=O (N-chlorosulfonyl carboxamide), C1(=CC=CC=C1)CC(=O)C1C(NC2=CN=CC=C12)=O (3-phenylacetyl-6-azaoxindole), C(=NS(=O)(=O)Cl)=O (N-chlorosulfonyl isocyanate). The product is C1(=CC=CC=C1)CC(=O)C1C(N(C2=CN=CC=C12)C(=O)N)=O (3-Phenylacetyl-6-azaoxindole-1-carboxamide). RXN SMILES: [C:1]1([CH2:7][C:8]([CH:10]2[C:18]3[C:13](=[CH:14][N:15]=[CH:16][CH:17]=3)[NH:12][C:11]2=[O:19])=[O:9])[CH:6]=[CH:5][CH:4]=[CH:3][CH:2]=1.[C:20](=[O:26])=[N:21]S(Cl)(=O)=O.C(#N)C.ClS(NC=O)(=O)=O>CS(C)=O>[C:1]1([CH2:7][C:8]([CH:10]2[C:18]3[C:13](=[CH:14][N:15]=[CH:16][CH:17]=3)[N:12]([C:20]([NH2:21])=[O:26])[C:11]2=[O:19])=[O:9])[CH:6]=[CH:5][CH:4]=[CH:3][CH:2]=1. Run in CS(=O)C (DMSO). The reactants are C(C)(C)(C)OC(=O)NS(=O)(=O)C1CC2=C(CN1)SC(=N2)C(=O)N2C(CN(CC2)S(=O)(=O)C=2NC1=CC=C(C=C1C2)Cl)CC(=O)N2CCOCC2 (1-[[6-(tert-butoxycarbonylaminosulfonyl)-4,5,6,7-tetrahydrothiazolo[5,4-c]pyridin-2-yl]carbonyl]-4-[(5-chloroindol-2-yl)sulfonyl]-2-[[(morpholin-4-yl)carbonyl]methyl]piperazine), C(C)OCC (diethyl ether), FC(C(=O)O)(F)F (trifluoroacetic acid). The solvent is C(Cl)Cl (methylene chloride), C(Cl)Cl (methylene chloride). Conditions: time 30 minute. Product: NS(=O)(=O)C1CC2=C(CN1)SC(=N2)C(=O)N2C(CN(CC2)S(=O)(=O)C=2NC1=CC=C(C=C1C2)Cl)CC(=O)N2CCOCC2 (1-[[6-(Aminosulfonyl)-4,5,6,7,-tetrahydrothiazolo[5,4-c]pyridin-2-yl]carbonyl]-4-[(5-chloroindol-2-yl)sulfonyl]-2-[[(morpholin-4-yl)carbonyl]methyl]piperazine). The yield is 20.9%. RXN SMILES: C(OC([NH:8][S:9]([CH:12]1[NH:17][CH2:16][C:15]2[S:18][C:19]([C:21]([N:23]3[CH2:28][CH2:27][N:26]([S:29]([C:32]4[NH:33][C:34]5[C:39]([CH:40]=4)=[CH:38][C:37]([Cl:41])=[CH:36][CH:35]=5)(=[O:31])=[O:30])[CH2:25][CH:24]3[CH2:42][C:43]([N:45]3[CH2:50][CH2:49][O:48][CH2:47][CH2:46]3)=[O:44])=[O:22])=[N:20][C:14]=2[CH2:13]1)(=[O:11])=[O:10])=O)(C)(C)C.FC(F)(F)C(O)=O.C(OCC)C>C(Cl)Cl>[NH2:8][S:9]([CH:12]1[NH:17][CH2:16][C:15]2[S:18][C:19]([C:21]([N:23]3[CH2:28][CH2:27][N:26]([S:29]([C:32]4[NH:33][C:34]5[C:39]([CH:40]=4)=[CH:38][C:37]([Cl:41])=[CH:36][CH:35]=5)(=[O:31])=[O:30])[CH2:25][CH:24]3[CH2:42][C:43]([N:45]3[CH2:46][CH2:47][O:48][CH2:49][CH2:50]3)=[O:44])=[O:22])=[N:20][C:14]=2[CH2:13]1)(=[O:10])=[O:11]. Reported procedure: In methylene chloride (3 ml) was dissolved 1-[[6-(tert-butoxycarbonylaminosulfonyl)-4,5,6,7-tetrahydrothiazolo[5,4-c]pyridin-2-yl]carbonyl]-4-[(5-chloroindol-2-yl)sulfonyl]-2-[[(morpholin-4-yl)carbonyl]methyl]piperazine (275 mg), followed by the addition of trifluoroacetic acid (3 ml). The resulting mixture was stirred at room temperature for 30 minutes. The solvent was distilled off under reduced pressure. A saturated solution of hydrochloride. in ethanol (3 ml) was added and the resulting mixt... The reactants are IC (iodomethane), C[O-].[Na+] (Sodium methoxide), SC=1N(C(=C(N1)C(=O)OCC)C(=O)OCC)C1=CC=CC=C1 (diethyl 2-mercapto-1-phenyl-4,5-imidazoledicarboxylate), IC (iodomethane). Solvent: CO (methanol). Run at time 8 hour. Yields the product CSC=1N(C(=C(N1)C(=O)OC)C(=O)OC)C1=CC=CC=C1 (dimethyl 2-(methylthio)-1-phenyl-4,5-imidazoledicarboxylate). The yield is 80.0%. As a reaction SMILES: [CH3:1][O-].[Na+].[SH:4][C:5]1[N:6]([C:20]2[CH:25]=[CH:24][CH:23]=[CH:22][CH:21]=2)[C:7]([C:15]([O:17][CH2:18]C)=[O:16])=[C:8]([C:10]([O:12][CH2:13]C)=[O:11])[N:9]=1.IC>CO>[CH3:1][S:4][C:5]1[N:6]([C:20]2[CH:25]=[CH:24][CH:23]=[CH:22][CH:21]=2)[C:7]([C:15]([O:17][CH3:18])=[O:16])=[C:8]([C:10]([O:12][CH3:13])=[O:11])[N:9]=1 |f:0.1|. Reported procedure: Sodium methoxide (1.8 g; 0.033 mol) was slowly added to a suspension of diethyl 2-mercapto-1-phenyl-4,5-imidazoledicarboxylate (10 g; 0.031 mol) in absolute methanol (100 mL) then iodomethane (5 g; 0.035 mol) was added. The mixture was allowed to stir overnight, additional iodomethane (5 g; 0.035 mol) was added and the mixture was stirred for 1 hour. The methanol was removed in vacuo and ice-cold water was added to the residue. The mixture was filtered, the collected solid was washed with water ... Starting materials: C(C)OC(C(CC1=NN(C(=C1)C1=CC=C(C=C1)NCC=C)C1=CC=C(C=C1)C)C=1C=C(C=CC1)C)=O (3-[5-(4-allylamino-phenyl)-1-p-tolyl-1H-pyrazol-3-yl]-2-m-tolyl-propionic acid ethyl ester), [Li+].[OH-] (LiOH). The solvent is C1CCOC1.O (THF H2O). Run at time 3 hour. Yields the product C(C=C)NC1=CC=C(C=C1)C1=CC(=NN1C1=CC=C(C=C1)C)CC(C(=O)O)C=1C=C(C=CC1)C (3-[5-(4-Allylamino-phenyl)-1-p-tolyl-1H-pyrazol-3-yl]-2-m-tolyl-propionic acid). Isolated yield 77.5%. As a reaction SMILES: C([O:3][C:4](=[O:36])[CH:5]([C:29]1[CH:30]=[C:31]([CH3:35])[CH:32]=[CH:33][CH:34]=1)[CH2:6][C:7]1[CH:11]=[C:10]([C:12]2[CH:17]=[CH:16][C:15]([NH:18][CH2:19][CH:20]=[CH2:21])=[CH:14][CH:13]=2)[N:9]([C:22]2[CH:27]=[CH:26][C:25]([CH3:28])=[CH:24][CH:23]=2)[N:8]=1)C.[Li+].[OH-]>C1COCC1.O>[CH2:19]([NH:18][C:15]1[CH:14]=[CH:13][C:12]([C:10]2[N:9]([C:22]3[CH:27]=[CH:26][C:25]([CH3:28])=[CH:24][CH:23]=3)[N:8]=[C:7]([CH2:6][CH:5]([C:29]3[CH:30]=[C:31]([CH3:35])[CH:32]=[CH:33][CH:34]=3)[C:4]([OH:36])=[O:3])[CH:11]=2)=[CH:17][CH:16]=1)[CH:20]=[CH2:21] |f:1.2,3.4|. Procedure details: To a solution of 3-[5-(4-allylamino-phenyl)-1-p-tolyl-1H-pyrazol-3-yl]-2-m-tolyl-propionic acid ethyl ester (90 mg, 0.2 mmol) was added LiOH (14 mg, 0.58 mmol, 3 equiv) in 2:1 THF/H2O (1 mL). After 3 h at 45° C., the mixture was purified by preparative reversed-phase HPLC (acetonitrile/water) to afford the desired compound (70 mg, 77 %). MS (ESI): mass calculated for C29H29N3O2, 451.23; m/z found, 452.6 [M+H]+. 1H NMR (500 MHz, CDCl3): 7.21-7.03 (m, 8H), 6.93 (d, J=8.8, 2H), 6.26 (s, 1H), 5.88-5...